Dataset: the Open Reaction Database (ORD), a public repository of structured organic reaction records. Task: describe an organic reaction: reactants, conditions, products, and yield Reactants: [Al+3], C1CCOC1, [H-], [H-], [H-], [H-], [Li+], NC(C(=O)N1CCOCC1)c1ccccc1. The product is NC(CN1CCOCC1)c1ccccc1. RXN SMILES: [Al+3:2].[CH2:23]1[O:24][CH2:25][CH2:26][CH2:27]1.[H-:1].[H-:4].[H-:5].[H-:6].[Li+:3].[NH2:7][CH:8]([C:9](=[O:10])[N:11]1[CH2:12][CH2:13][O:14][CH2:15][CH2:16]1)[c:17]1[cH:18][cH:19][cH:20][cH:21][cH:22]1>>[NH2:7][CH:8]([CH2:9][N:11]1[CH2:12][CH2:13][O:14][CH2:15][CH2:16]1)[c:17]1[cH:18][cH:19][cH:20][cH:21][cH:22]1. The reactants are CCO, CCOC(=O)CCOCCCl, [Li+], [OH-]. Product: O=C(O)CCOCCCl. As a reaction SMILES: [CH3:14][CH2:15][OH:16].[Cl:1][CH2:2][CH2:3][O:4][CH2:5][CH2:6][C:7](=[O:8])[O:9][CH2:10][CH3:11].[Li+:12].[OH-:13]>>[Cl:1][CH2:2][CH2:3][O:4][CH2:5][CH2:6][C:7](=[O:8])[OH:9]. Starting materials: C(C)(C)(C)C1=CC=C(C=C1)S(=O)(=O)NC1=C(C(=NN1C)OCCOC1=NC=C(C=N1)C=O)C1=CC=C(C=C1)C (4-(tert-butyl)-N-[3-{2-[(5-formyl-2-pyrimidinyl)oxy]ethoxy}-1-methyl-4-(4-methylphenyl)-1H-pyrazol-5-yl]benzenesulfonamide), [BH4-].[Na+] (sodium borohydride), C(C)O (ethanol), [Cl-].[NH4+] (ammonium chloride). Reaction conditions: time 1 hour. The product is C(C)(C)(C)C1=CC=C(C=C1)S(=O)(=O)NC1=C(C(=NN1C)OCCOC=1C=NC(=NC1)CO)C1=CC=C(C=C1)C (4-tert-butyl-N-[3-(2-{[2-(hydroxymethyl)-5-pyrimidinyl]oxy}ethoxy)-1-methyl-4-(4-methylphenyl)-1H-pyrazol-5-yl]benzenesulfonamide). RXN SMILES: [C:1]([C:5]1[CH:10]=[CH:9][C:8]([S:11]([NH:14][C:15]2[N:19]([CH3:20])[N:18]=[C:17]([O:21][CH2:22][CH2:23][O:24]C3N=CC(C=O)=CN=3)[C:16]=2[C:33]2[CH:38]=[CH:37][C:36]([CH3:39])=[CH:35][CH:34]=2)(=[O:13])=[O:12])=[CH:7][CH:6]=1)([CH3:4])([CH3:3])[CH3:2].[BH4-].[Na+].[Cl-].[NH4+:43].[CH2:44]([OH:46])[CH3:45]>>[C:1]([C:5]1[CH:10]=[CH:9][C:8]([S:11]([NH:14][C:15]2[N:19]([CH3:20])[N:18]=[C:17]([O:21][CH2:22][CH2:23][O:24][C:16]3[CH:17]=[N:43][C:45]([CH2:44][OH:46])=[N:14][CH:15]=3)[C:16]=2[C:33]2[CH:38]=[CH:37][C:36]([CH3:39])=[CH:35][CH:34]=2)(=[O:13])=[O:12])=[CH:7][CH:6]=1)([CH3:4])([CH3:3])[CH3:2] |f:1.2,3.4|. Reported procedure: To 4-(tert-butyl)-N-[3-{2-[(5-formyl-2-pyrimidinyl)oxy]ethoxy}-1-methyl-4-(4-methylphenyl)-1H-pyrazol-5-yl]benzenesulfonamide (Example 38) (25 mg) in ethanol (0.5 ml) at room temperature was added sodium borohydride (2 mg) the mixture was stirred for 1 hr. The reaction was treated with ammonium chloride (aq. sat. 5 ml) and extracted with diethyl ether (1×5 ml, 1×2 ml). The organic fraction was dried over magnesium sulfate, filtered and concentrated under reduced pressure to yield the title compo... Reactants: C(C1=CC=CC=C1)OC=1C=CC(=NC1)Br (5-Benzyloxy-2-bromo-pyridine), sodium tert.-butylate, C1(=CC=CC=C1)P(C1=C(C=CC=C1)OC1=C(C=CC=C1)P(C1=CC=CC=C1)C1=CC=CC=C1)C1=CC=CC=C1 (bis(2-diphenylphosphinophenyl)-ether), NC=1SC=CN1 (2-amino-thiazole), C1(=CC=CC=C1)C (toluene). Reagents/catalysts: C=1C=CC(=CC1)/C=C/C(=O)/C=C/C2=CC=CC=C2.C=1C=CC(=CC1)/C=C/C(=O)/C=C/C2=CC=CC=C2.C=1C=CC(=CC1)/C=C/C(=O)/C=C/C2=CC=CC=C2.[Pd].[Pd] (tris-(dibenzylideneaceton)-dipalladium). The solvent is C(C)(=O)OCC (Ethyl acetate). Yields the product C(C1=CC=CC=C1)OC=1C=CC(=NC1)NC=1SC=CN1 ((5-Benzyloxy-pyridine-2-yl)-thiazole-2-yl-amine). Yield: 34.0%. RXN SMILES: [CH2:1]([O:8][C:9]1[CH:10]=[CH:11][C:12](Br)=[N:13][CH:14]=1)[C:2]1[CH:7]=[CH:6][CH:5]=[CH:4][CH:3]=1.C1(P(C2C=CC=CC=2)C2C=CC=CC=2OC2C=CC=CC=2P(C2C=CC=CC=2)C2C=CC=CC=2)C=CC=CC=1.[NH2:55][C:56]1[S:57][CH:58]=[CH:59][N:60]=1.C1(C)C=CC=CC=1>C1C=CC(/C=C/C(/C=C/C2C=CC=CC=2)=O)=CC=1.C1C=CC(/C=C/C(/C=C/C2C=CC=CC=2)=O)=CC=1.C1C=CC(/C=C/C(/C=C/C2C=CC=CC=2)=O)=CC=1.[Pd].[Pd].C(OCC)(=O)C>[CH2:1]([O:8][C:9]1[CH:10]=[CH:11][C:12]([NH:55][C:56]2[S:57][CH:58]=[CH:59][N:60]=2)=[N:13][CH:14]=1)[C:2]1[CH:7]=[CH:6][CH:5]=[CH:4][CH:3]=1 |f:4.5.6.7.8|. Procedure details: 5-Benzyloxy-2-bromo-pyridine (0.25 mmol), sodium-tert.-butylate (1.4 eq.), tris-(dibenzylideneaceton)-dipalladium (0.1 eq.), bis(2-diphenylphosphinophenyl)-ether (0.4 eq.) and 2-amino-thiazole (1.5 eq.) are filled under nitrogen in a microwave reaction vessel. Degassed toluene (45 eq.) is added. The reaction suspension is heated for 60 min to 150° C. and 60 minutes to 180° C. Ethyl acetate is added to the reaction suspension and filtrated over celite. The solvent of the filtrate is removed in va... Reactants: NC1=NC(=C(C(=N1)C1=CC2=C(OCO2)C=C1)C#N)S(=O)(=O)C (2-amino-4-benzo[1,3 ]dioxol-5-yl-6-methanesulfonyl-pyrimidine-5-carbonitrile), C(CC)N (propylamine). Solvent: COCCOC (DME). Yields the product NC1=NC(=C(C(=N1)C1=CC2=C(OCO2)C=C1)C#N)NCCC (2-Amino-4-benzo[1,3]dioxol-5-yl-6-propylamino-pyrimidine-5-carbonitrile). RXN SMILES: [NH2:1][C:2]1[N:7]=[C:6]([C:8]2[CH:16]=[CH:15][C:11]3[O:12][CH2:13][O:14][C:10]=3[CH:9]=2)[C:5]([C:17]#[N:18])=[C:4](S(C)(=O)=O)[N:3]=1.[CH2:23]([NH2:26])[CH2:24][CH3:25]>COCCOC>[NH2:1][C:2]1[N:7]=[C:6]([C:8]2[CH:16]=[CH:15][C:11]3[O:12][CH2:13][O:14][C:10]=3[CH:9]=2)[C:5]([C:17]#[N:18])=[C:4]([NH:26][CH2:23][CH2:24][CH3:25])[N:3]=1. Procedure: From 2-amino-4-benzo[1,3 ]dioxol-5-yl-6-methanesulfonyl-pyrimidine-5-carbonitrile and propylamine in DME. ES-MS m/e (%): 298 (M+H+, 100). The reactants are NC1=CC=C(C=C1)N1N=C2C(=CNC=3C=CC=CC23)C1=O (2-(p-aminophenyl)-pyrazolo[4,3-c]quinolin-3(5H)-one), CN=C=O (methylisocyanate). Run in CO (methanol). Conditions: time 8 hour. The product is CNC(=O)NC1=CC=C(C=C1)N1N=C2C(=CNC=3C=CC=CC23)C1=O (2-(p-methylcarbamoylaminophenyl)-pyrazolo[4,3-c]quinolin3(5H)-one). As a reaction SMILES: [NH2:1][C:2]1[CH:7]=[CH:6][C:5]([N:8]2[C:20](=[O:21])[C:11]3=[CH:12][NH:13][C:14]4[CH:15]=[CH:16][CH:17]=[CH:18][C:19]=4[C:10]3=[N:9]2)=[CH:4][CH:3]=1.[CH3:22][N:23]=[C:24]=[O:25]>CO>[CH3:22][NH:23][C:24]([NH:1][C:2]1[CH:7]=[CH:6][C:5]([N:8]2[C:20](=[O:21])[C:11]3=[CH:12][NH:13][C:14]4[CH:15]=[CH:16][CH:17]=[CH:18][C:19]=4[C:10]3=[N:9]2)=[CH:4][CH:3]=1)=[O:25]. Procedure: The mixture of 0.7 g of 2-(p-aminophenyl)-pyrazolo[4,3-c]quinolin-3(5H)-one, 1.4 g of methylisocyanate and 25 ml of methanol is refluxed for 7 hours and allowed to stand at room temperature overnight. It is evaporated, the residue treated with diluted aqueous sodium hydroxide and diethyl ether, the aqueous solution separated, washed with diethyl ether and its pH adjusted to 8.5 with ammonium chloride. The precipitate formed is collected, washed with methanol, then with diethyl ether and dried, t...